Dataset: the Open Reaction Database (ORD), a public repository of structured organic reaction records. Task: describe an organic reaction: reactants, conditions, products, and yield Reactants: BrC1=C(C=C(C=C1)C(=O)N1CC=2N(CC3=C1C=CC=C3)C=CC2)C ((4-Bromo-3-methylphenyl)-[10,11-dihydro-5H-pyrrolo[2,1 c][1,4]benzodiazepin-10-yl]methanone), N1=CC=C(C=C1)B(O)O (pyridine-4-boronic acid), C([O-])([O-])=O.[Na+].[Na+] (sodium carbonate), B(O)O (boronic acid), C([O-])([O-])=O.[Na+].[Na+] (sodium carbonate). The reagents and catalysts are catalyst. The solvent is C1(=CC=CC=C1)C (toluene), C(C)O (ethanol), O (water). Conditions: time 24 hour. Product: CC=1C=C(C=CC1C1=CC=NC=C1)C(=O)N1CC=2N(CC3=C1C=CC=C3)C=CC2 ([3-Methyl-4-(pyridin-4-yl)phenyl]-[10,11-dihydro-5H-pyrrolo[2,1-c][1,4]benzodiazepin-10-yl]methanone). Yield: 23.1%. Reaction SMILES: Br[C:2]1[CH:7]=[CH:6][C:5]([C:8]([N:10]2[C:16]3[CH:17]=[CH:18][CH:19]=[CH:20][C:15]=3[CH2:14][N:13]3[CH:21]=[CH:22][CH:23]=[C:12]3[CH2:11]2)=[O:9])=[CH:4][C:3]=1[CH3:24].[N:25]1[CH:30]=[CH:29][C:28](B(O)O)=[CH:27][CH:26]=1.C(=O)([O-])[O-].[Na+].[Na+].B(O)O>C1(C)C=CC=CC=1.C(O)C.O>[CH3:24][C:3]1[CH:4]=[C:5]([C:8]([N:10]2[C:16]3[CH:17]=[CH:18][CH:19]=[CH:20][C:15]=3[CH2:14][N:13]3[CH:21]=[CH:22][CH:23]=[C:12]3[CH2:11]2)=[O:9])[CH:6]=[CH:7][C:2]=1[C:28]1[CH:29]=[CH:30][N:25]=[CH:26][CH:27]=1 |f:2.3.4|. Reported procedure: A suspension of (4-bromo-3-methylphenyl)[10,11-dihydro-5H-pyrrolo[2,1-c][1,4]benzodiazepin-10-yl]methanone of Step A (1.14 g, 2.9 mmol), pyridine-4-boronic acid (0.368 mg, 2.9 mmol) and sodium carbonate (0.760 g, 7.2 mmol) in a mixture of toluene (30 mL), water (10 mL), and ethanol (5 mL) was sparged with nitrogen for 15 minutes. To this was added tetrakis(triphenylphosphine)palladium(0) (0.027 g) and the mixture was heated to reflux under a static pressure of nitrogen. After 24 hours additional... Starting materials: C(CCCC[C@@H]1SC[C@@H]2NC(=O)N[C@H]12)(=O)NCCCCCC(=O)NCCCCCC(=O)ON1C(CCC1=O)=O (6-((6-((Biotinoyl)amino)hexanoyl)amino)hexanoic acid, succinimidyl ester), C(C#C)N (propargyl amine). Run in CN(C)C=O (DMF). Conditions: time 8 hour. Product: C(CCCC[C@@H]1SC[C@@H]2NC(=O)N[C@H]12)(=O)NCCCCCC(=O)NCCCCCC(=O)NCC#C (6-((6-((Biotinoyl)amino)hexanoyl)amino)hexanoyl propargyl amine). As a reaction SMILES: [C:1]([NH:16][CH2:17][CH2:18][CH2:19][CH2:20][CH2:21][C:22]([NH:24][CH2:25][CH2:26][CH2:27][CH2:28][CH2:29][C:30]([O:32]N1C(=O)CCC1=O)=O)=[O:23])(=[O:15])[CH2:2][CH2:3][CH2:4][CH2:5][C@H:6]1[C@@H:14]2[C@@H:9]([NH:10][C:11]([NH:13]2)=[O:12])[CH2:8][S:7]1.[CH2:40]([NH2:43])[C:41]#[CH:42]>CN(C=O)C>[C:1]([NH:16][CH2:17][CH2:18][CH2:19][CH2:20][CH2:21][C:22]([NH:24][CH2:25][CH2:26][CH2:27][CH2:28][CH2:29][C:30]([NH:43][CH2:40][C:41]#[CH:42])=[O:32])=[O:23])(=[O:15])[CH2:2][CH2:3][CH2:4][CH2:5][C@H:6]1[C@@H:14]2[C@@H:9]([NH:10][C:11]([NH:13]2)=[O:12])[CH2:8][S:7]1. Procedure details: To a stirred solution of 6-((6-((Biotinoyl)amino)hexanoyl)amino)hexanoic acid, succinimidyl ester (biotin-NHS ester) (0.2 g, 0.35 mmol) in dry DMF (5 ml), propargyl amine (0.04 ml, 0.6 mmol) was added. A white precipitate formed within 15 min and the mixture was stirred overnight. The solvent was removed in vacuo and the compound was dissolved in CHCl3. Next the CHCl3 was slowly added to a stirred solution of hexane, forming a white precipitate, which on drying afforded 0.15 g (83%). Mass Spect.... The reactants are C(C)(C)(C)OC(N(CCCC#C)C)=O (methyl-pent-4-ynyl-carbamic acid tert-butyl ester), NC1=C(C=C(C(=O)NC2=CC(=C(C=C2)OC)OC)C=C1)I (4-amino-N-(3,4-dimethoxyphenyl)-3-iodobenzamide), palladium tetrakistriphenylphosphine, C(C)NCC (diethylamine). The reagents and catalysts are [Cu](I)I (copper iodide). Run at time 24 hour. Yields the product C(C)(C)(C)OC(N(C)CCCC#CC1=C(C=CC(=C1)C(NC1=CC(=C(C=C1)OC)OC)=O)N)=O ({5-[2-amino-5-(3,4-dimethoxy-phenylcarbamoyl)-phenyl]-pent-4-ynyl}-methyl-carbamic acid tert-butyl ester). As a reaction SMILES: [C:1]([O:5][C:6](=[O:14])[N:7]([CH3:13])[CH2:8][CH2:9][CH2:10][C:11]#[CH:12])([CH3:4])([CH3:3])[CH3:2].[NH2:15][C:16]1[CH:34]=[CH:33][C:19]([C:20]([NH:22][C:23]2[CH:28]=[CH:27][C:26]([O:29][CH3:30])=[C:25]([O:31][CH3:32])[CH:24]=2)=[O:21])=[CH:18][C:17]=1I.C(NCC)C>[Cu](I)I>[C:1]([O:5][C:6](=[O:14])[N:7]([CH2:8][CH2:9][CH2:10][C:11]#[C:12][C:17]1[CH:18]=[C:19]([C:20](=[O:21])[NH:22][C:23]2[CH:28]=[CH:27][C:26]([O:29][CH3:30])=[C:25]([O:31][CH3:32])[CH:24]=2)[CH:33]=[CH:34][C:16]=1[NH2:15])[CH3:13])([CH3:4])([CH3:3])[CH3:2]. Procedure details: A 500 mL round bottom flask was charged with methyl-pent-4-ynyl-carbamic acid tert-butyl ester (1.70 g, 8.62 mmol), 4-amino-N-(3,4-dimethoxyphenyl)-3-iodobenzamide (3.0 g, 7.53 mmol), copper iodide (0.225 g, 1.18 mmol), palladium tetrakistriphenylphosphine (0.93 g, 0.805 mmol), and diethylamine (258 mL) and the resulting mixture stirred at room temperature for 24 h. The resulting mixture was then concentrated in vacuo and the residue purified via flash silica gel chromatography (Analogix IF-280,... Starting materials: CC(C)(C)c1ccc(-c2nc3c(N4CCN(Cc5ccc([N+](=O)[O-])c(NCc6cccnc6)c5)CC4)cccc3[nH]2)cc1, CO. As a reaction SMILES: [C:1]([CH3:2])([CH3:3])([CH3:4])[c:5]1[cH:6][cH:7][c:8](-[c:11]2[n:12][c:13]3[c:14]([nH:15]2)[cH:16][cH:17][cH:18][c:19]3[N:20]2[CH2:21][CH2:22][N:23]([CH2:26][c:27]3[cH:28][cH:29][c:30]([N+:41]([O-:42])=[O:43])[c:31]([NH:33][CH2:34][c:35]4[cH:36][n:37][cH:38][cH:39][cH:40]4)[cH:32]3)[CH2:24][CH2:25]2)[cH:9][cH:10]1.[CH3:44][OH:45]>>[C:1]([CH3:2])([CH3:3])([CH3:4])[c:5]1[cH:6][cH:7][c:8](-[c:11]2[n:12][c:13]3[c:14]([nH:15]2)[cH:16][cH:17][cH:18][c:19]3[N:20]2[CH2:21][CH2:22][N:23]([CH2:26][c:27]3[cH:28][cH:29][c:30]([NH2:41])[c:31]([NH:33][CH2:34][c:35]4[cH:36][n:37][cH:38][cH:39][cH:40]4)[cH:32]3)[CH2:24][CH2:25]2)[cH:9][cH:10]1. The product is CC(C)(C)c1ccc(-c2nc3c(N4CCN(Cc5ccc(N)c(NCc6cccnc6)c5)CC4)cccc3[nH]2)cc1. The reactants are BrC1=CC=C(C=C1)C1=C(C(=NO1)C)NC(CCC=C(C)C)C ([5-(4-bromo-phenyl)-3-methyl-isoxazol-4-yl]-(1,5-dimethyl-hex-4-enyl)-amine), C(C)OC(=O)C1(CC1)C1=CC=C(C=C1)B1OC(C(O1)(C)C)(C)C (1-[4-(4,4,5,5-tetramethyl-[1,3,2]dioxaborolan-2-yl)-phenyl]-cyclopropanecarboxylic acid ethyl ester). Yields the product C(C)OC(=O)C1(CC1)C1=CC=C(C=C1)C1=CC=C(C=C1)C1=C(C(=NO1)C)NC(CCC=C(C)C)C (1-{4′-[4-(1,5-Dimethyl-hex-4-enylamino)-3-methyl-isoxazol-5-yl]-biphenyl-4-yl}-cyclopropanecarboxylic acid ethyl ester). Reaction SMILES: Br[C:2]1[CH:7]=[CH:6][C:5]([C:8]2[O:12][N:11]=[C:10]([CH3:13])[C:9]=2[NH:14][CH:15]([CH3:22])[CH2:16][CH2:17][CH:18]=[C:19]([CH3:21])[CH3:20])=[CH:4][CH:3]=1.[CH2:23]([O:25][C:26]([C:28]1([C:31]2[CH:36]=[CH:35][C:34](B3OC(C)(C)C(C)(C)O3)=[CH:33][CH:32]=2)[CH2:30][CH2:29]1)=[O:27])[CH3:24]>>[CH2:23]([O:25][C:26]([C:28]1([C:31]2[CH:36]=[CH:35][C:34]([C:2]3[CH:7]=[CH:6][C:5]([C:8]4[O:12][N:11]=[C:10]([CH3:13])[C:9]=4[NH:14][CH:15]([CH3:22])[CH2:16][CH2:17][CH:18]=[C:19]([CH3:21])[CH3:20])=[CH:4][CH:3]=3)=[CH:33][CH:32]=2)[CH2:29][CH2:30]1)=[O:27])[CH3:24]. Reported procedure: Prepared according to the procedure described in Example 1, Step 7, using [5-(4-bromo-phenyl)-3-methyl-isoxazol-4-yl]-(1,5-dimethyl-hex-4-enyl)-amine and 1-[4-(4,4,5,5-tetramethyl-[1,3,2]dioxaborolan-2-yl)-phenyl]-cyclopropanecarboxylic acid ethyl ester. The reactants are O=C1CCCCCCCCC1, CCOC(=O)C(=CN)C(=O)OCC, O, Cc1ccc(S(=O)(=O)O)cc1, Cc1ccccc1C. The product is CCOC(=O)C(=CNC1=CCCCCCCCC1)C(=O)OCC. As a reaction SMILES: [C:1]1(=[O:11])[CH2:2][CH2:3][CH2:4][CH2:5][CH2:6][CH2:7][CH2:8][CH2:9][CH2:10]1.[NH2:12][CH:13]=[C:14]([C:15](=[O:16])[O:17][CH2:18][CH3:19])[C:20](=[O:21])[O:22][CH2:23][CH3:24].[OH2:25].[c:26]1([CH3:27])[cH:28][cH:29][c:30]([S:31]([OH:32])(=[O:33])=[O:34])[cH:35][cH:36]1.[c:37]1([CH3:38])[c:39]([CH3:40])[cH:41][cH:42][cH:43][cH:44]1>>[C:1]1([NH:12][CH:13]=[C:14]([C:15](=[O:16])[O:17][CH2:18][CH3:19])[C:20](=[O:21])[O:22][CH2:23][CH3:24])=[CH:2][CH2:3][CH2:4][CH2:5][CH2:6][CH2:7][CH2:8][CH2:9][CH2:10]1. The reactants are C(=O)=O (CO2), C(=O)=O (CO2), C([O-])([O-])=O.[K+].[K+] (potassium carbonate), C(=O)=O (CO2), C(=O)=O (CO2). The solvent is O (water). The product is C([O-])(O)=O.[K+] (potassium bicarbonate), C([O-])([O-])=O.[K+].[K+] (potassium carbonate), C(=O)=O (CO2). Reaction SMILES: [C:1](=[O:3])=[O:2].[C:4](=[O:7])([O-:6])[O-:5].[K+:8].[K+]>O>[C:4](=[O:5])([OH:7])[O-:6].[K+:8].[C:4](=[O:5])([O-:7])[O-:6].[K+:8].[K+:8].[C:1](=[O:3])=[O:2] |f:1.2.3,5.6,7.8.9|. Procedure: In the demonstrated example, CO2 is fed from a cylinder of CO2-bearing gas to a vessel containing an aqueous solution of MEA and potassium carbonate, delivered through a glass tube with glass frit at the submerged terminus. CO2 traveling through the glass frit subsequently bubbles through and dissolves into the reactive solution. After CO2 is dissolves, it reacts with constituents in solution to rapidly form potassium bicarbonate (potassium carbonate, water, and CO2 and the catalyst MEA react to... The reactants are COc1cc(N)ccc1-c1nc2cnncc2[nH]1, N#C[Cu]. The product is COc1cc(C#N)ccc1-c1nc2cnncc2[nH]1. As a reaction SMILES: [CH3:1][O:2][c:3]1[c:4](-[c:10]2[n:11][c:12]3[c:13]([cH:14][n:15][n:16][cH:17]3)[nH:18]2)[cH:5][cH:6][c:7]([NH2:9])[cH:8]1.[Cu:19][C:20]#[N:21]>>[CH3:1][O:2][c:3]1[c:4](-[c:10]2[n:11][c:12]3[c:13]([cH:14][n:15][n:16][cH:17]3)[nH:18]2)[cH:5][cH:6][c:7]([C:20]#[N:21])[cH:8]1. Starting materials: C(C)(C)(C)OC([C@@H](NC1C(OCC1)=O)C)=O (N-(2-oxo-3-tetrahydrofuranyl)-L-alanine t-butyl ester), Cl (hydrochloric acid), resultant solution. Run in C(C)(=O)OCC (ethyl acetate). Yields the product Cl.O=C1OCCC1N[C@@H](C)C(=O)O (N-(2-oxo-3-tetrahydrofuranyl)-L-alanine hydrochloride). As a reaction SMILES: C([O:5][C:6](=[O:16])[C@H:7]([CH3:15])[NH:8][CH:9]1[CH2:13][CH2:12][O:11][C:10]1=[O:14])(C)(C)C.[ClH:17]>C(OCC)(=O)C>[ClH:17].[O:14]=[C:10]1[CH:9]([NH:8][C@H:7]([C:6]([OH:16])=[O:5])[CH3:15])[CH2:13][CH2:12][O:11]1 |f:3.4|. Reported procedure: In 5 ml of an ethyl acetate solution saturated with hydrochloric acid, 1.66 g of N-(2-oxo-3-tetrahydrofuranyl)-L-alanine t-butyl ester was dissolved. The resultant solution was stirred for 3 hours at room temperature. Crystals which had precipitated were collected by filtration. After washing the crystals with ethyl acetate and then with ether, they were dried to obtain 1.31 g of N-(2-oxo-3-tetrahydrofuranyl)-L-alanine hydrochloride as colorless crystals.